From a dataset of the Open Reaction Database (ORD), a public repository of structured organic reaction records. describe an organic reaction: reactants, conditions, products, and yield Product: ClC=1C=C(C=CC1C(=O)O)C1=C(C=CC(=C1)Cl)OC (3,5′-dichloro-2′-methoxy-[1,1′-biphenyl]-4-carboxylic acid). The yield is 79.2%. Starting materials: BrC1=CC(=C(C(=O)O)C=C1)Cl (4-bromo-2-chlorobenzoic acid), ClC=1C=CC(=C(C(=O)O)C1)OC (5-chloro-2-methoxybenzoic acid), C([O-])([O-])=O.[Na+].[Na+] (sodium carbonate), O1CCOCC1 (dioxan). Reagents/catalysts: C1=CC=C(C=C1)P([C-]2C=CC=C2)C3=CC=CC=C3.C1=CC=C(C=C1)P([C-]2C=CC=C2)C3=CC=CC=C3.Cl[Pd]Cl.[Fe+2] (Pd(dppf)Cl2). The solvent is CO (methanol). Reaction SMILES: Br[C:2]1[CH:10]=[CH:9][C:5]([C:6]([OH:8])=[O:7])=[C:4]([Cl:11])[CH:3]=1.[Cl:12][C:13]1[CH:14]=[CH:15][C:16]([O:22][CH3:23])=[C:17]([CH:21]=1)C(O)=O.C(=O)([O-])[O-].[Na+].[Na+].O1CCOCC1>C1C=CC(P(C2C=CC=CC=2)[C-]2C=CC=C2)=CC=1.C1C=CC(P(C2C=CC=CC=2)[C-]2C=CC=C2)=CC=1.Cl[Pd]Cl.[Fe+2].CO>[Cl:11][C:4]1[CH:3]=[C:2]([C:15]2[CH:14]=[C:13]([Cl:12])[CH:21]=[CH:17][C:16]=2[O:22][CH3:23])[CH:10]=[CH:9][C:5]=1[C:6]([OH:8])=[O:7] |f:2.3.4,6.7.8.9|. Procedure details: 4-bromo-2-chlorobenzoic acid (0.4 g), 5-chloro-2-methoxybenzoic acid (0.4 g), Pd(dppf)Cl2 (0.12 g), sodium carbonate (0.9 g), dioxan (15 ml) and methanol (5 ml) were charged to a flask and heated at reflux for 16 h. Cooled to room temp and filtered (hyflo). The filtrate was concentrated in vacuo, then dissolved in ethyl acetate. The suspension was made basic by addition of dilute NaOH. The aqueous layer was separated and acidified using 2M HCl, extracted with EtOAc, dried (MgSO4) and evaporated ... Starting materials: CCOC(=O)Cn1cc(-c2nc(C3(c4ccc(-c5cnc(N)nc5)cc4)CCC3)no2)cn1, C1CCOC1, CO, Cl, [Li+], [OH-], O, O. Yields the product Nc1ncc(-c2ccc(C3(c4noc(-c5cnn(CC(=O)O)c5)n4)CCC3)cc2)cn1. Reaction SMILES: [CH2:1]([CH3:2])[O:3][C:4]([CH2:5][n:6]1[n:7][cH:8][c:9](-[c:11]2[n:12][c:13]([C:16]3([c:20]4[cH:21][cH:22][c:23](-[c:26]5[cH:27][n:28][c:29]([NH2:32])[n:30][cH:31]5)[cH:24][cH:25]4)[CH2:17][CH2:18][CH2:19]3)[n:14][o:15]2)[cH:10]1)=[O:33].[CH2:34]1[O:35][CH2:36][CH2:37][CH2:38]1.[CH3:44][OH:45].[ClH:42].[Li+:41].[OH-:40].[OH2:39].[OH2:43]>>[O:3]=[C:4]([CH2:5][n:6]1[n:7][cH:8][c:9](-[c:11]2[n:12][c:13]([C:16]3([c:20]4[cH:21][cH:22][c:23](-[c:26]5[cH:27][n:28][c:29]([NH2:32])[n:30][cH:31]5)[cH:24][cH:25]4)[CH2:17][CH2:18][CH2:19]3)[n:14][o:15]2)[cH:10]1)[OH:33].